This data is from the Open Reaction Database (ORD), a public repository of structured organic reaction records. The task is: describe an organic reaction: reactants, conditions, products, and yield Reaction SMILES: Br[C:2]1[C:7]([Br:8])=[CH:6][CH:5]=[CH:4][N:3]=1.[C:9]1([CH2:15][C:16]#[N:17])[CH:14]=[CH:13][CH:12]=[CH:11][CH:10]=1.CC(C)([O-])C.[K+].CCOC(C)=O>CN1C(=O)CCC1.O>[Br:8][C:7]1[C:2]([CH:15]([C:9]2[CH:14]=[CH:13][CH:12]=[CH:11][CH:10]=2)[C:16]#[N:17])=[N:3][CH:4]=[CH:5][CH:6]=1 |f:2.3|. Solvent: O (water), CN1CCCC1=O (NMP). Reported procedure: 2,3-Dibromo-pyridine (1 eq., 0.5 g) and Phenyl-acetonitrile (4 eq., 0.97 mL) were mixed in NMP (3 mL). Potassium tert-butoxide (1.3 eq, 0.3 g) was added to the solution. The resulting mixture was heated in microwave at 110° C. for 40 min EtOAc and water were added to the reaction mixture. The aqueous layer was separated and extracted with EtOAc (×3). The combined organics were washed with brine, dried (MgSO4) and concentrated in vacuo to afford the title compound as a yellow solid. It was used i... Product: BrC=1C(=NC=CC1)C(C#N)C1=CC=CC=C1 ((3-Bromo-pyridin-2-yl)-phenyl-acetonitrile). Reactants: CCOC(=O)C (EtOAc), BrC1=NC=CC=C1Br (2,3-Dibromo-pyridine), C1(=CC=CC=C1)CC#N (Phenyl-acetonitrile), CC(C)([O-])C.[K+] (Potassium tert-butoxide). Starting materials: CC1(CCCCC1)C=1C=C(C(=O)O)C=CC1OC (3-(1-methylcyclohexyl)-4-methoxybenzoic acid), S(=O)(Cl)Cl (thionyl chloride). The product is CC1(CCCCC1)C=1C=C(C(=O)Cl)C=CC1OC (3-(1-methylcyclohexyl)-4-methoxybenzoic acid chloride). Isolated yield 100.0%. RXN SMILES: [CH3:1][C:2]1([C:8]2[CH:9]=[C:10]([CH:14]=[CH:15][C:16]=2[O:17][CH3:18])[C:11](O)=[O:12])[CH2:7][CH2:6][CH2:5][CH2:4][CH2:3]1.S(Cl)([Cl:21])=O>>[CH3:1][C:2]1([C:8]2[CH:9]=[C:10]([CH:14]=[CH:15][C:16]=2[O:17][CH3:18])[C:11]([Cl:21])=[O:12])[CH2:7][CH2:6][CH2:5][CH2:4][CH2:3]1. Reported procedure: 1.24g (5 mmoles) of 3-(1-methylcyclohexyl)-4-methoxybenzoic acid and 15 ml of thionyl chloride are heated at reflux until the cessation of gas evolution. The reaction mixture is evaporated to dryness. 1.32 g (100% yield) of crude 3-(1-methylcyclohexyl)-4-methoxybenzoic acid chloride which is used as such for the following synthesis are obtained.